Dataset: the Open Reaction Database (ORD), a public repository of structured organic reaction records. Task: describe an organic reaction: reactants, conditions, products, and yield Starting materials: IC1=CC(=C(C=C1)N)N (4-Iodo-1,2-phenylenediamine), C1(=CC=CC2=CC=CC=C12)C1CC(=O)OC(C1)=O (3-(1-naphthyl)glutaric anhydride), ClCCl (dichloromethane), amides. The solvent is Cl (HCl), O1CCOCC1 (1,4-dioxane). Reaction conditions: time 1 hour. Yields the product Cl.IC1=CC2=C(N=C(N2)CC(CC(=O)O)C2=CC=CC3=CC=CC=C23)C=C1 (4-(5-iodo-2-benzimidazolyl)-3-(1-naphthyl)butanoic acid HCl). RXN SMILES: [I:1][C:2]1[CH:7]=[CH:6][C:5]([NH2:8])=[C:4]([NH2:9])[CH:3]=1.[C:10]1([CH:20]2[CH2:26][C:25](=O)[O:24][C:22](=[O:23])[CH2:21]2)[C:19]2[C:14](=[CH:15][CH:16]=[CH:17][CH:18]=2)[CH:13]=[CH:12][CH:11]=1.[Cl:28]CCl>Cl.O1CCOCC1>[ClH:28].[I:1][C:2]1[CH:7]=[CH:6][C:5]2[N:8]=[C:25]([CH2:26][CH:20]([C:10]3[C:19]4[C:14](=[CH:15][CH:16]=[CH:17][CH:18]=4)[CH:13]=[CH:12][CH:11]=3)[CH2:21][C:22]([OH:24])=[O:23])[NH:9][C:4]=2[CH:3]=1 |f:5.6|. Procedure: 4-Iodo-1,2-phenylenediamine (0.47 g) and 3-(1-naphthyl)glutaric anhydride (0.48 g) were dissolved in dichloromethane (6 ml) with heating. The dark solution was stirred at rt for 1 h. The precipitate formed was collected by suction filtration, washed with dichloromethane, and dried in vacuo to give a mixture of regioisomeric amides (0.69 g) as beige coloured solid. This solid was dissolved in 4M HCl in 1,4-dioxane (3 ml) and the dark solution was heated to reflux for 1 h. All volatiles were remov... The reactants are C(C)N(CCOC1=C(C=C(C=C1)[N+](=O)[O-])C(C=CC1=CC=CC=C1)=O)CC (1-[2-[2-(diethylamino)ethoxy]-5-nitrophenyl]-3-phenyl-2-propen-1-one). The reagents and catalysts are [Pd] (palladium on carbon). Solvent: C(C)O (ethanol). Product: NC=1C=CC(=C(C1)C(CCC1=CC=CC=C1)=O)OCCN(CC)CC (1-[5-Amino-2-[2-(diethylamino)ethoxy]phenyl]-3-phenylpropan-1-one). As a reaction SMILES: [CH2:1]([N:3]([CH2:26][CH3:27])[CH2:4][CH2:5][O:6][C:7]1[CH:12]=[CH:11][C:10]([N+:13]([O-])=O)=[CH:9][C:8]=1[C:16](=[O:25])[CH:17]=[CH:18][C:19]1[CH:24]=[CH:23][CH:22]=[CH:21][CH:20]=1)[CH3:2]>C(O)C.[Pd]>[NH2:13][C:10]1[CH:11]=[CH:12][C:7]([O:6][CH2:5][CH2:4][N:3]([CH2:26][CH3:27])[CH2:1][CH3:2])=[C:8]([C:16](=[O:25])[CH2:17][CH2:18][C:19]2[CH:24]=[CH:23][CH:22]=[CH:21][CH:20]=2)[CH:9]=1. Procedure details: To 5.0 g (13.6 mmol) of 1-[2-[2-(diethylamino)ethoxy]-5-nitrophenyl]-3-phenyl-2-propen-1-one in 250 mL of ethanol add 0.5 g of palladium on carbon (10%). Hydrogenate the mixture at 22 psi until the theoretical amount of hydrogen has been absorbed. Filter the reaction and remove the solvent in vacuo to provide the title compound.